From a dataset of the Open Reaction Database (ORD), a public repository of structured organic reaction records. describe an organic reaction: reactants, conditions, products, and yield The reactants are Br (hydrobromic acid), COC1=CC=C(C=C1)C1=NC=C(C=C1)CCCCCCCC (2-(p-methoxyphenyl)-5-octylpyridine), O (water). Solvent: C(C)(=O)O (acetic acid). Product: OC1=CC=C(C=C1)C1=NC=C(C=C1)CCCCCCCC (2-(p-hydroxyphenyl)-5-octylpyridine). Reaction SMILES: C[O:2][C:3]1[CH:8]=[CH:7][C:6]([C:9]2[CH:14]=[CH:13][C:12]([CH2:15][CH2:16][CH2:17][CH2:18][CH2:19][CH2:20][CH2:21][CH3:22])=[CH:11][N:10]=2)=[CH:5][CH:4]=1.Br.O>C(O)(=O)C>[OH:2][C:3]1[CH:4]=[CH:5][C:6]([C:9]2[CH:14]=[CH:13][C:12]([CH2:15][CH2:16][CH2:17][CH2:18][CH2:19][CH2:20][CH2:21][CH3:22])=[CH:11][N:10]=2)=[CH:7][CH:8]=1. Procedure: The 2-(p-methoxyphenyl)-5-octylpyridine was dissolved in 100 ml of acetic acid. 8 ml of 48% hydrobromic acid was added to the reaction solution and the solution was heated for 15 hours under reflux. 100 ml of water was added to the reaction solution and the organic layer was extracted with chloroform. After washing the extract three times with water, the chloroform was removed by distillation. The residue was recrystallized from a mixture of acetone and hexane to yield 8.3 g (0.029 mol) of 2-(p-... The reactants are CO, COC(=O)c1ccc(Cl)c(Cn2ccc(NC(=O)c3c(F)cccc3F)n2)c1, [Na+], [OH-]. Product: O=C(O)c1ccc(Cl)c(Cn2ccc(NC(=O)c3c(F)cccc3F)n2)c1. As a reaction SMILES: [CH3:31][OH:32].[Cl:1][c:2]1[c:3]([CH2:12][n:13]2[n:14][c:15]([NH:18][C:19](=[O:20])[c:21]3[c:22]([F:28])[cH:23][cH:24][cH:25][c:26]3[F:27])[cH:16][cH:17]2)[cH:4][c:5]([C:6](=[O:7])[O:8][CH3:9])[cH:10][cH:11]1.[Na+:30].[OH-:29]>>[Cl:1][c:2]1[c:3]([CH2:12][n:13]2[n:14][c:15]([NH:18][C:19](=[O:20])[c:21]3[c:22]([F:28])[cH:23][cH:24][cH:25][c:26]3[F:27])[cH:16][cH:17]2)[cH:4][c:5]([C:6](=[O:7])[OH:8])[cH:10][cH:11]1. Reactants: C[Si](C)(C)[N-][Si](C)(C)C.[Na+] (NaHMDS), C1CCOC1 (THF), (+/−)-camphoryl-sulfonyloxaziridine, C1CCOC1 (THF), CC1(OC2=CC=C(C=C2CC1)C(CC1=CC(=C(C(=C1)OC)OC)OC)=O)C (1-(2,2-dimethyl-chroman-6-yl)-2-(3,4,5-trimethoxy-phenyl)-ethanone), C1CCOC1 (THF). Procedure: The 1-(2,2-dimethyl-chroman-6-yl)-2-(3,4,5-trimethoxy-phenyl)-ethanone (184.1 mg, 0.5 mmol) dissolved in THF (3 mL) is added dropwise to a stirring cold (−78° C.) solution of NaHMDS (0.6 mL, 1.0M in THF) in THF (3 mL). The resulting reaction mixture is stirred for 30 minutes before (+/−)-camphoryl-sulfonyloxaziridine (187 mg, 0.75 mmol) in THF (3 mL) is added dropwise. After 15 minutes the reaction mixture is quenched with sat. NH4I (aqueous) solution (3 mL) and diluted with diethyl ether. The m... The product is CC1(OC2=CC=C(C=C2C=C1)C(C(C1=CC(=C(C(=C1)OC)OC)OC)O)=O)C (1-(2,2-dimethyl-2H-chromen-6-yl)-2-hydroxy-2-(3,4,5-trimethoxy-phenyl)-ethanone). As a reaction SMILES: [CH3:1][C:2]1([CH3:27])[CH2:11][CH2:10][C:9]2[C:4](=[CH:5][CH:6]=[C:7]([C:12](=[O:26])[CH2:13][C:14]3[CH:19]=[C:18]([O:20][CH3:21])[C:17]([O:22][CH3:23])=[C:16]([O:24][CH3:25])[CH:15]=3)[CH:8]=2)[O:3]1.C[Si]([N-][Si](C)(C)C)(C)C.[Na+].C1C[O:41]CC1>>[CH3:1][C:2]1([CH3:27])[CH:11]=[CH:10][C:9]2[C:4](=[CH:5][CH:6]=[C:7]([C:12](=[O:26])[CH:13]([OH:41])[C:14]3[CH:19]=[C:18]([O:20][CH3:21])[C:17]([O:22][CH3:23])=[C:16]([O:24][CH3:25])[CH:15]=3)[CH:8]=2)[O:3]1 |f:1.2|. Starting materials: COC=1C=CC2=C(C(N3CCC4=C(C3=C2/C=C/C(=O)OC)C=CC=C4)=O)C1 (methyl (E)-3-(10-methoxy-8-oxo-5,8-dihydro-6H-dibenzo[a,g]quinolizin-13-yl)prop-2-enoate). Procedure details: To a solution of 3.5 g (9.68 mmol) of methyl (E)-3-(10-methoxy-8-oxo-5,8-dihydro-6H-dibenzo[a,g]quinolizin-13-yl)prop-2-enoate in 100 ml of acetic acid is added 0.5 g of 5% palladium on charcoal and the suspension is subjected to hydrogenation in a Parr apparatus at a pressure of about 0.32 MPa between 50° and 60° C. for 3 h. The product is COC=1C=CC2=C(C(N3CCC4=C(C3=C2CCC(=O)OC)C=CC=C4)=O)C1 (Methyl 10-methoxy-8-oxo-5,8-dihydro-6H-dibenzo[a,g]quinolizine-13-propanoate). RXN SMILES: [CH3:1][O:2][C:3]1[CH:4]=[CH:5][C:6]2[C:15](/[CH:16]=[CH:17]/[C:18]([O:20][CH3:21])=[O:19])=[C:14]3[N:9]([CH2:10][CH2:11][C:12]4[CH:25]=[CH:24][CH:23]=[CH:22][C:13]=43)[C:8](=[O:26])[C:7]=2[CH:27]=1>C(O)(=O)C.[Pd]>[CH3:1][O:2][C:3]1[CH:4]=[CH:5][C:6]2[C:15]([CH2:16][CH2:17][C:18]([O:20][CH3:21])=[O:19])=[C:14]3[N:9]([CH2:10][CH2:11][C:12]4[CH:25]=[CH:24][CH:23]=[CH:22][C:13]=43)[C:8](=[O:26])[C:7]=2[CH:27]=1. Run at time 3 hour. Solvent: C(C)(=O)O (acetic acid). The reagents and catalysts are [Pd] (palladium on charcoal). Starting materials: COC(C=CC1=C(C=C(C=C1)F)O)=O (3-(4-Fluoro-2-hydroxy-phenyl)-acrylic acid methyl ester), C(=O)([O-])[O-].[K+].[K+] (K2CO3), IC(C)CC (2-iodobutan). Product: COC(C=CC1=C(C=C(C=C1)F)OC(C)CC)=O (3-(2-sec-butoxy-4-fluoro-phenyl)-acrylic acid methyl ester). Reaction SMILES: [CH3:1][O:2][C:3](=[O:14])[CH:4]=[CH:5][C:6]1[CH:11]=[CH:10][C:9]([F:12])=[CH:8][C:7]=1[OH:13].C([O-])([O-])=O.[K+].[K+].I[CH:22]([CH2:24][CH3:25])[CH3:23]>>[CH3:1][O:2][C:3](=[O:14])[CH:4]=[CH:5][C:6]1[CH:11]=[CH:10][C:9]([F:12])=[CH:8][C:7]=1[O:13][CH:22]([CH2:24][CH3:25])[CH3:23] |f:1.2.3|. Reported procedure: 3-(4-Fluoro-2-hydroxy-phenyl)-acrylic acid methyl ester (120 mg) was reacted with K2CO3 (165 mg) and 2-iodobutan (0.12 ml) at 100° C. for 3 hrs as described above to yield title compound (105 mg)